Dataset: the Open Reaction Database (ORD), a public repository of structured organic reaction records. Task: describe an organic reaction: reactants, conditions, products, and yield Yields the product Clc1ccc2c3c(n4c2c1CCNCC4)CCCC3. RXN SMILES: [Cl:1][c:2]1[cH:3][cH:4][c:5]2[c:6]3[c:11]([n:12]4[c:13]2[c:14]1[CH2:15][CH2:16][N:17]([CH3:20])[CH2:18][CH2:19]4)[CH2:10][CH2:9][CH2:8][CH2:7]3.[Cl:21][C:22]([O:23][CH:24]([Cl:25])[CH3:26])=[O:27].[Cl:28][CH:29]([Cl:30])[CH3:31]>>[Cl:1][c:2]1[cH:3][cH:4][c:5]2[c:6]3[c:11]([n:12]4[c:13]2[c:14]1[CH2:15][CH2:16][NH:17][CH2:18][CH2:19]4)[CH2:10][CH2:9][CH2:8][CH2:7]3. Reactants: CN1CCc2c(Cl)ccc3c4c(n(c23)CC1)CCCC4, CC(Cl)OC(=O)Cl, CC(Cl)Cl. Reactants: C(C)(C)(C)OC(=O)N1CCN(CCC1)C1=NC2=C(N1CCO)C=CC=C2 (1-(t-butoxycarbonyl)-4-(1-(2-hydroxyethyl)-1H-benzimidazol-2-yl)[1,4]diazepane), C(C)(C)N(C(C)C)CC (N,N-diisopropylethylamine), CS(=O)(=O)Cl (methanesulfonyl chloride). Solvent: ClCCl (dichloromethane), ClCCl (dichloromethane). Run at time 1 hour. The product is C(C)(C)(C)OC(=O)N1CCN(CCC1)C1=NC2=C(N1CCOS(=O)(=O)C)C=CC=C2 (1-(t-butoxycarbonyl)-4-(1-(2-methanesulfonyloxyethyl)-1H-benzimidazol-2-yl)[1,4]diazepane). As a reaction SMILES: [C:1]([O:5][C:6]([N:8]1[CH2:14][CH2:13][CH2:12][N:11]([C:15]2[N:19]([CH2:20][CH2:21][OH:22])[C:18]3[CH:23]=[CH:24][CH:25]=[CH:26][C:17]=3[N:16]=2)[CH2:10][CH2:9]1)=[O:7])([CH3:4])([CH3:3])[CH3:2].C(N(CC)C(C)C)(C)C.[CH3:36][S:37](Cl)(=[O:39])=[O:38]>ClCCl>[C:1]([O:5][C:6]([N:8]1[CH2:14][CH2:13][CH2:12][N:11]([C:15]2[N:19]([CH2:20][CH2:21][O:22][S:37]([CH3:36])(=[O:39])=[O:38])[C:18]3[CH:23]=[CH:24][CH:25]=[CH:26][C:17]=3[N:16]=2)[CH2:10][CH2:9]1)=[O:7])([CH3:4])([CH3:2])[CH3:3]. Procedure details: Combine 1-(t-butoxycarbonyl)-4-(1-(2-hydroxyethyl)-1H-benzimidazol-2-yl)[1,4]diazepane (1.0 g, 2.77 mmol), N,N-diisopropylethylamine (0.79 g, 6.1 mmol), and dichloromethane (10 mL). Cool in an ice bath. Add dropwise methanesulfonyl chloride (0.41 g, 3.6 mmol). After 1 hour, warm to ambient temperature and dilute the reaction mixture with dichloromethane. Extract with a 1 M aqueous hydrochloric acid solution and three times with saturated aqueous sodium bicarbonate solution. Dry the organic layer... Reactants: C1COCCO1, CC(C)(C)[O-], Cc1ccc(N)c(NC(C)C)c1, CN(C)c1cc(Cl)nc(N2CCN(c3ccccn3)CC2)n1, [Na+]. The product is Cc1ccc(Nc2cc(N(C)C)nc(N3CCN(c4ccccn4)CC3)n2)c(NC(C)C)c1. RXN SMILES: [CH2:41]1[O:42][CH2:43][CH2:44][O:45][CH2:46]1.[CH3:1][C:2]([CH3:3])([O-:4])[CH3:5].[CH:7]([CH3:8])([CH3:9])[NH:10][c:11]1[c:12]([NH2:18])[cH:13][cH:14][c:15]([CH3:17])[cH:16]1.[Cl:19][c:20]1[cH:21][c:22]([N:38]([CH3:39])[CH3:40])[n:23][c:24]([N:26]2[CH2:27][CH2:28][N:29]([c:32]3[n:33][cH:34][cH:35][cH:36][cH:37]3)[CH2:30][CH2:31]2)[n:25]1.[Na+:6]>>[CH:7]([CH3:8])([CH3:9])[NH:10][c:11]1[c:12]([NH:18][c:20]2[cH:21][c:22]([N:38]([CH3:39])[CH3:40])[n:23][c:24]([N:26]3[CH2:27][CH2:28][N:29]([c:32]4[n:33][cH:34][cH:35][cH:36][cH:37]4)[CH2:30][CH2:31]3)[n:25]2)[cH:13][cH:14][c:15]([CH3:17])[cH:16]1. Reactants: COC(C1=C(C=CC(=C1)Br)N)=O (2-amino-5-bromobenzoic acid methyl ester), FC(C1=CC=C(C=C1)B(O)O)(F)F (4-trifluoromethylphenyl boronic acid), acid, COC([C@H](CC1=CC=C(C=C1)C1=CC(=C(C=C1)F)Cl)N)=O (2(S)-amino-3-(3′chloro-4′-fluoro-biphenyl-4-yl)-propionic acid methyl ester). The product is COC(=O)C=1C=C(C=CC1N)C1=CC=C(C=C1)C(F)(F)F (4-Amino-4′-trifluoromethyl-biphenyl-3-carboxylic acid methyl ester), COC([C@H](CC1=CC=C(C=C1)C1=CC(=C(C=C1)F)Cl)NC(=O)C=1C=C(C=CC1N)C1=CC=C(C=C1)C(F)(F)F)=O (2-(S)-[(4-Amino-4′-trifluoromethyl-biphenyl-3-carbonyl)-amino]-3-(3′-chloro-4′-fluoro-biphenyl-4-yl)-propionic acid methyl ester). Isolated yield 1016.1%. RXN SMILES: [CH3:1][O:2][C:3](=[O:12])[C:4]1[CH:9]=[C:8](Br)[CH:7]=[CH:6][C:5]=1[NH2:11].[F:13][C:14]([F:25])([F:24])[C:15]1[CH:20]=[CH:19][C:18](B(O)O)=[CH:17][CH:16]=1.[CH3:26][O:27][C:28](=[O:46])[C@@H:29]([NH2:45])[CH2:30][C:31]1[CH:36]=[CH:35][C:34]([C:37]2[CH:42]=[CH:41][C:40]([F:43])=[C:39]([Cl:44])[CH:38]=2)=[CH:33][CH:32]=1>>[CH3:1][O:2][C:3]([C:4]1[CH:9]=[C:8]([C:18]2[CH:19]=[CH:20][C:15]([C:14]([F:25])([F:24])[F:13])=[CH:16][CH:17]=2)[CH:7]=[CH:6][C:5]=1[NH2:11])=[O:12].[CH3:26][O:27][C:28](=[O:46])[C@@H:29]([NH:45][C:3]([C:4]1[CH:9]=[C:8]([C:18]2[CH:19]=[CH:20][C:15]([C:14]([F:25])([F:24])[F:13])=[CH:16][CH:17]=2)[CH:7]=[CH:6][C:5]=1[NH2:11])=[O:12])[CH2:30][C:31]1[CH:36]=[CH:35][C:34]([C:37]2[CH:42]=[CH:41][C:40]([F:43])=[C:39]([Cl:44])[CH:38]=2)=[CH:33][CH:32]=1. Procedure: 4-Amino-4′-trifluoromethyl-biphenyl-3-carboxylic acid methyl ester (3.0 g) was prepared from 2-amino-5-bromobenzoic acid methyl ester (4.58 g, 20 mmol) and 4-trifluoromethylphenyl boronic acid (4.75 g, 25 mmol) following general procedure D, then hydrolyzed following general procedure C. The above acid (281 mg, 1.0 mmol) was reacted with 2(S)-amino-3-(3′chloro-4′-fluoro-biphenyl-4-yl)-propionic acid methyl ester (343 mg, 1.0 mmol) as described in general procedure A to give the title compound. (... Reactants: CO, CC(N=C(C(N)=O)C(C)(C)C)c1ccccc1. The product is CC(C)(C)C(N)C(N)=O. As a reaction SMILES: [CH3:18][OH:19].[CH3:1][C:2]([C:3]([C:4](=[O:5])[NH2:6])=[N:7][CH:8]([c:9]1[cH:10][cH:11][cH:12][cH:13][cH:14]1)[CH3:15])([CH3:16])[CH3:17]>>[CH3:1][C:2]([CH:3]([C:4](=[O:5])[NH2:6])[NH2:7])([CH3:16])[CH3:17]. Reactants: N1([C@@H](CCC1=O)C(=O)N[C@@H](CCCC)C(=O)N1[C@H](C(=O)N)CCC1)C(=O)OCC1=CC=CC=C1 (Z-Glp-Nle-Pro-NH2), [H][H] (hydrogen). Reagents/catalysts: [Pd] (palladium-on-carbon). The solvent is CO (methanol). The product is N1[C@@H](CCC1=O)C(=O)N[C@@H](CCCC)C(=O)N1[C@H](C(=O)N)CCC1 (Glp-Nle-Pro-NH2). The yield is 79.3%. As a reaction SMILES: [N:1]1(C(OCC2C=CC=CC=2)=O)[C:5](=[O:6])[CH2:4][CH2:3][C@H:2]1[C:7]([NH:9][C@H:10]([C:15]([N:17]1[CH2:24][CH2:23][CH2:22][C@H:18]1[C:19]([NH2:21])=[O:20])=[O:16])[CH2:11][CH2:12][CH2:13][CH3:14])=[O:8].[H][H]>CO.[Pd]>[NH:1]1[C:5](=[O:6])[CH2:4][CH2:3][C@H:2]1[C:7]([NH:9][C@H:10]([C:15]([N:17]1[CH2:24][CH2:23][CH2:22][C@H:18]1[C:19]([NH2:21])=[O:20])=[O:16])[CH2:11][CH2:12][CH2:13][CH3:14])=[O:8]. Reported procedure: 1.16 g (2.46 mmoles) of Z-Glp-Nle-Pro-NH2 are dissolved in 25 ml of methanol. 0.2 g of a 10% palladium-on-carbon catalyst is added to the solution, and hydrogen is bubbled through the mixture for 30 minutes. The catalyst is filtered off, the filtrate is evaporated, and the solid, amorphous residue is triturated with ether. The resulting 0.72 g of crude product is dissolved in water, the solution is decolourized, filtered, and the clear filtrate is freeze-dried. 0.66 g (79.5%) of Glp-Nle-Pro-NH2 ... Reactants: OCN1C(CC1C#C[Si](C)(C)C)=O (N-hydroxymethyl-4-(2-trimethylsilylethynyl)-2azetidinone), C(C)(=O)OC=C (vinyl acetate). The solvent is ClCCl (dichloromethane). Reaction conditions: temperature 37 celsius, time 32 hour. The product is OCN1C(C[C@@H]1C#C[Si](C)(C)C)=O ((R)-N-hydroxymethyl-4-(2-trimethylsilylethynyl)-2-azetidinone). The yield is 76.8%. As a reaction SMILES: [OH:1][CH2:2][N:3]1[CH:6]([C:7]#[C:8][Si:9]([CH3:12])([CH3:11])[CH3:10])[CH2:5][C:4]1=[O:13].C(OC=C)(=O)C>ClCCl>[OH:1][CH2:2][N:3]1[C@@H:6]([C:7]#[C:8][Si:9]([CH3:12])([CH3:11])[CH3:10])[CH2:5][C:4]1=[O:13]. Procedure: To a solution of N-hydroxymethyl-4-(2-trimethylsilylethynyl)-2azetidinone (250 g) in dichloromethane (6.5 L) was added vinyl acetate (350 ml) and Lipase PS (trademark; Amano Pharmaceutical Co., Ltd.) (190 g). The mixture was warmed to 37° C. and stirred for 32 hours. Catalyst was filtered off and washed with dichloromethane. Solvent was evaporated in vacuo. The residue was subjected to silica gel column chromatography eluting with (n-hexane:EtOAc=8:2 to 0:1) to give (R)-N-hydroxymethyl-4-(2-trim...